From a dataset of the Open Reaction Database (ORD), a public repository of structured organic reaction records. describe an organic reaction: reactants, conditions, products, and yield Starting materials: COC(=O)C=1C=2C=CNC2C=C(C1)Br (6-bromo-1H-indole-4-carboxylic acid methyl ester), C(=O)([O-])[O-].[K+].[K+] (K2CO3), FC1=CC=C(C=C1)I (4-fluoroiodobenzene), CN[C@H]1[C@@H](CCCC1)NC (trans-N,N′-dimethyl-cyclohexane-1,2-diamine). Reagents/catalysts: [Cu]I (CuI). The solvent is O (water), CN(C)C=O (DMF). Conditions: temperature 120 celsius, time 3 hour. The product is COC(=O)C=1C=2C=CN(C2C=C(C1)Br)C1=CC=C(C=C1)F (6-bromo-1-(4-fluorophenyl)-1H-indole-4-carboxylic acid methyl ester). As a reaction SMILES: [CH3:1][O:2][C:3]([C:5]1[C:6]2[CH:7]=[CH:8][NH:9][C:10]=2[CH:11]=[C:12]([Br:14])[CH:13]=1)=[O:4].C([O-])([O-])=O.[K+].[K+].[F:21][C:22]1[CH:27]=[CH:26][C:25](I)=[CH:24][CH:23]=1.CN[C@@H]1CCCC[C@H]1NC>O.[Cu]I.CN(C=O)C>[CH3:1][O:2][C:3]([C:5]1[C:6]2[CH:7]=[CH:8][N:9]([C:25]3[CH:26]=[CH:27][C:22]([F:21])=[CH:23][CH:24]=3)[C:10]=2[CH:11]=[C:12]([Br:14])[CH:13]=1)=[O:4] |f:1.2.3|. Procedure details: A mixture of 6-bromo-1H-indole-4-carboxylic acid methyl ester (2.00 g, 7.84 mmol), CuI (38.0 mg, 0.20 mmol) and K2CO3 (1.18 g, 8.50 mmol) in a sealed tube is degassed with argon. To the mixture is added 4-fluoroiodobenzene (1.78 g, 8.00 mmol) and trans-N,N′-dimethyl-cyclohexane-1,2-diamine (0.20 g, 1.40 mmol) followed by DMF (25 mL). The reaction mixture is warmed at 120° C. After 3 hours, the reaction is diluted with water and extracted with EtOAc. The combined organic layers are washed with br... Starting materials: CCCCc1oc2ccccc2c1-c1ncc(-c2ccc3c(Br)c(OCc4ccc(C(=O)OC)cc4)ccc3c2)o1, C1CCOC1, CO, [Na+], [OH-], O. Product: CCCCc1oc2ccccc2c1-c1ncc(-c2ccc3c(Br)c(OCc4ccc(C(=O)O)cc4)ccc3c2)o1. RXN SMILES: [Br:1][c:2]1[c:3]([O:30][CH2:31][c:32]2[cH:33][cH:34][c:35]([C:36](=[O:37])[O:38][CH3:39])[cH:40][cH:41]2)[cH:4][cH:5][c:6]2[cH:7][c:8](-[c:12]3[cH:13][n:14][c:15](-[c:17]4[c:18]([CH2:26][CH2:27][CH2:28][CH3:29])[o:19][c:20]5[c:21]4[cH:22][cH:23][cH:24][cH:25]5)[o:16]3)[cH:9][cH:10][c:11]12.[CH2:47]1[O:48][CH2:49][CH2:50][CH2:51]1.[CH3:44][OH:45].[Na+:43].[OH-:42].[OH2:46]>>[Br:1][c:2]1[c:3]([O:30][CH2:31][c:32]2[cH:33][cH:34][c:35]([C:36](=[O:37])[OH:38])[cH:40][cH:41]2)[cH:4][cH:5][c:6]2[cH:7][c:8](-[c:12]3[cH:13][n:14][c:15](-[c:17]4[c:18]([CH2:26][CH2:27][CH2:28][CH3:29])[o:19][c:20]5[c:21]4[cH:22][cH:23][cH:24][cH:25]5)[o:16]3)[cH:9][cH:10][c:11]12. RXN SMILES: C[NH:2]/C(/C)=C\C(OC)=O.[Cl:10][C:11]1[CH:29]=[CH:28][CH:27]=[CH:26][C:12]=1OCCOC1C=C(C=CC=1)C(Cl)=O.C[NH:31]/[C:32](/[CH3:57])=[C:33](/[C:38](=O)[C:39]1[CH:44]=[CH:43][CH:42]=[C:41]([O:45][CH2:46][CH2:47][O:48][C:49]2[CH:54]=[CH:53][CH:52]=[CH:51][C:50]=2[Cl:55])[CH:40]=1)\[C:34]([O:36][CH3:37])=[O:35].O.NN>>[CH3:57][C:32]1[NH:31][N:2]=[C:38]([C:39]2[CH:44]=[CH:43][CH:42]=[C:41]([O:45][CH2:46][CH2:47][C:12]3[CH:26]=[CH:27][CH:28]=[CH:29][C:11]=3[Cl:10])[CH:40]=2)[C:33]=1[C:34]([O:36][CH3:37])=[O:35].[CH3:57][C:32]1[NH:31][N:2]=[C:38]([C:39]2[CH:44]=[CH:43][CH:42]=[C:41]([O:45][CH2:46][CH2:47][O:48][C:49]3[CH:54]=[CH:53][CH:52]=[CH:51][C:50]=3[Cl:55])[CH:40]=2)[C:33]=1[C:34]([O:36][CH3:37])=[O:35] |f:3.4|. Procedure details: Using a procedure similar to that described in Example 1, 0.5 mole of methyl 3-methylaminocrotonate and 0.5 mole of 3-[2-(2chlorophenoxy)-ethoxy]-benzoyl chloride are converted to methyl 3-methylamino-2-[3-(2-(2-chlorophenoxy)-ethoxy)-benzoyl]-crotonate of melting point 131°-133° C., the yield being 58%. When reacted with hydrazine hydrate by a procedure similar to that described in Example 1, this ester gives 5-methyl-4-methoxycarbonyl-3-[3-(2-(2-chlorophenoxy)-ethoxy)-phenyl]-pyrazole of melti... The product is CC1=C(C(=NN1)C1=CC(=CC=C1)OCCC1=C(C=CC=C1)Cl)C(=O)OC (5-Methyl-4-methoxycarbonyl-3-[3-(2-(2-chlorophenyl)-ethoxy)-phenyl]pyrazole), CC1=C(C(=NN1)C1=CC(=CC=C1)OCCOC1=C(C=CC=C1)Cl)C(=O)OC (5-methyl-4-methoxycarbonyl-3-[3-(2-(2-chlorophenoxy)-ethoxy)-phenyl]-pyrazole). The reactants are CN\C(=C(/C(=O)OC)\C(C1=CC(=CC=C1)OCCOC1=C(C=CC=C1)Cl)=O)\C (methyl 3-methylamino-2-[3-(2-(2-chlorophenoxy)-ethoxy)-benzoyl]-crotonate), O.NN (hydrazine hydrate), CN\C(=C/C(=O)OC)\C (methyl 3-methylaminocrotonate), ClC1=C(OCCOC=2C=C(C(=O)Cl)C=CC2)C=CC=C1 (3-[2-(2chlorophenoxy)-ethoxy]-benzoyl chloride). As a reaction SMILES: [NH:1]1[CH2:6][CH2:5][CH2:4][CH2:3][CH2:2]1.C1C=CC2N(O)N=NC=2C=1.C[N:18]([CH:20]=[O:21])C>>[N:1]1([C:20]([NH2:18])=[O:21])[CH2:6][CH2:5][CH2:4][CH2:3][CH2:2]1. Procedure: Combine N-(t-butoxycarbonyl)-S-methionine (1.50 g, 6.0 mmol), piperidine (0.51 g, 6.0 mmol) and HOBT (0.91 g, 6.0 mmol) in DMF (40 ml). Add DEC (1.15 g, 6.0 mmol). Stir 5 hours, concentrate in vacuo, and partition between EtOAc and H2O. Wash with aqueous NaHCO3, dry, and concentrate to obtain the piperidine amide as a colorless oil (TLC single spot Rf =0.6 in 5% MeOH/CH2Cl2). Reaction conditions: time 5 hour. The product is N1(CCCCC1)C(=O)N (piperidine amide). The reactants are N-(t-butoxycarbonyl)-S-methionine, CN(C)C=O (DMF), N1CCCCC1 (piperidine), C=1C=CC2=C(C1)N=NN2O (HOBT). Starting materials: NC1=CC=CC=C1 (aniline), CC=1C(C(=C(C1C)C)C)C1=C(C=O)C=CC=C1 (2-(2,3,4,5-tetramethylcyclopentadienyl)benzaldehyde), aldehyde. Run in C(C)O (ethanol). Yields the product CC=1C(C(=C(C1C)C)C)C1=C(C=CC=C1)C=NC1=CC=CC=C1 (N-[2-(2,3,4,5-tetramethylcyclopentadienyl)phenylmethylene]-N-phenylamine). Isolated yield 99.5%. RXN SMILES: [NH2:1][C:2]1[CH:7]=[CH:6][CH:5]=[CH:4][CH:3]=1.[CH3:8][C:9]1[CH:10]([C:17]2[CH:24]=[CH:23][CH:22]=[CH:21][C:18]=2[CH:19]=O)[C:11]([CH3:16])=[C:12]([CH3:15])[C:13]=1[CH3:14]>C(O)C>[CH3:8][C:9]1[CH:10]([C:17]2[CH:24]=[CH:23][CH:22]=[CH:21][C:18]=2[CH:19]=[N:1][C:2]2[CH:7]=[CH:6][CH:5]=[CH:4][CH:3]=2)[C:11]([CH3:16])=[C:12]([CH3:15])[C:13]=1[CH3:14]. Reported procedure: Under a nitrogen atmosphere, aniline (31.5 mmol) was added dropwise to a solution of 2-(2,3,4,5-tetramethylcyclopentadienyl)benzaldehyde (30.0 mmol) in ethanol (90.0 mL) and the mixture was stirred at room temperature. After disappearance of the aldehyde was confirmed by gas chromatography, the solvent was distilled off under reduced pressure to give N-[2-(2,3,4,5-tetramethylcyclopentadienyl)phenylmethylene]-N-phenylamine (9.00 g, yield 100%). Starting materials: N([C@H](C)C(=O)O)C(=O)OC(C)(C)C (Boc-DAla-OH), CCN(C(C)C)C(C)C (DIEA), N[C@@H](CC1=CC=CC=C1)C(=O)N[C@@H](CCSC)C(=O)OC.Cl (H-Phe-Met-OCH3.HCl), ON1C(=O)CCC1=O (HOSu), C1CCC(CC1)N=C=NC2CCCCC2 (DCC). Solvent: CO (methanol), CN(C)C=O (DMF). Yields the product N([C@H](C)C(=O)N[C@@H](CC1=CC=CC=C1)C(=O)N[C@@H](CCSC)C(=O)OC)C(=O)OC(C)(C)C (Boc-DAla-Phe-Met-OCH3). The yield is 87.0%. As a reaction SMILES: [NH:1]([C:7]([O:9][C:10]([CH3:13])([CH3:12])[CH3:11])=[O:8])[C@@H:2]([C:4]([OH:6])=O)[CH3:3].ON1C(=O)CCC1=O.C1CCC(N=C=NC2CCCCC2)CC1.CCN(C(C)C)C(C)C.[NH2:46][C@H:47]([C:55]([NH:57][C@H:58]([C:63]([O:65][CH3:66])=[O:64])[CH2:59][CH2:60][S:61][CH3:62])=[O:56])[CH2:48][C:49]1[CH:54]=[CH:53][CH:52]=[CH:51][CH:50]=1.Cl>CN(C=O)C.CO>[NH:1]([C:7]([O:9][C:10]([CH3:13])([CH3:12])[CH3:11])=[O:8])[C@@H:2]([C:4]([NH:46][C@H:47]([C:55]([NH:57][C@H:58]([C:63]([O:65][CH3:66])=[O:64])[CH2:59][CH2:60][S:61][CH3:62])=[O:56])[CH2:48][C:49]1[CH:54]=[CH:53][CH:52]=[CH:51][CH:50]=1)=[O:6])[CH3:3] |f:4.5|. Reported procedure: In an analogous fashion as described in Step A, 7.56 g of Boc-DAla-OH, 5.06 g of HOSu, 8.25 g of DCC, 13.8 ml of DIEA and the HCl salt above were allowed to react in 100 ml of DMF to give 16.67 g (87% of Boc-DAla-Phe-Met-OCH3, m.p. 109°-110° C., [α]D24.5 =-19.73° (c, 1.00 in methanol).